This data is from the Open Reaction Database (ORD), a public repository of structured organic reaction records. The task is: describe an organic reaction: reactants, conditions, products, and yield Starting materials: ClC1=C(C(=CC(=C1)Cl)Cl)OC(CC(=O)OC1=C(C=C(C=C1Cl)Cl)Cl)=O (malonic acid bis(2,4,6-trichloro-phenyl)ester), N\C(=C/C(=O)OCC)\C (ethyl 3-aminocrotonate), C(C)(=O)OCC (Ethyl acetate), CCOCC (ether). Run in BrC1=CC=CC=C1 (bromobenzene). Conditions: temperature 155 celsius. The product is C(C)OC(=O)C1=C(NC(C=C1O)=O)C (4-hydroxy-2-methyl-6-oxo-1,6-dihydropyridine-3-carboxylic acid ethyl ester). RXN SMILES: ClC1C=C(Cl)C=C(Cl)C=1[O:10][C:11](=O)[CH2:12][C:13](OC1C(Cl)=CC(Cl)=CC=1Cl)=[O:14].[NH2:26]/[C:27](/[CH3:34])=[CH:28]\[C:29]([O:31][CH2:32][CH3:33])=[O:30].C(OCC)(=O)C.CCOCC>BrC1C=CC=CC=1>[CH2:32]([O:31][C:29]([C:28]1[C:13]([OH:14])=[CH:12][C:11](=[O:10])[NH:26][C:27]=1[CH3:34])=[O:30])[CH3:33]. Procedure details: A mixture of malonic acid bis(2,4,6-trichloro-phenyl)ester (13.3 g, 0.03 mol) and ethyl 3-aminocrotonate (3.87 g, 0.03 mol) in bromobenzene (25 mL) is heated at 155° C. for 30 minutes. The mixture is cooled to room temperature. Ethyl acetate (50 mL) and ether (50 mL) are added. The solid is collected and purified by filtration through a short silica gel column (25% ethyl acetate/ether) to give 4-hydroxy-2-methyl-6-oxo-1,6-dihydropyridine-3-carboxylic acid ethyl ester. 1H NMR: (CDCl3) 5.85 (s, 1H... Starting materials: C[Mg]I (methylmagnesium iodide), C1(CCCC1)OC=1C=C(C=CC1OC)CC#N ((3-cyclopentyloxy-4-methoxyphenyl)acetonitrile), cis- and trans-3-cyano-3-(3-cyclopentyloxy-4-methoxyphenyl)cyclobutan-1-ol, cis- and trans-2-cyano-2-(3-cyclopentyloxy-4-methoxyphenyl)-1-cyclopropylmethanol, C(Br)C1CO1 (epibromohydrin), C[Li] (methyllithium). The solvent is C(C)OCC (diethyl ether), [Cl-].[NH4+] (ammonium chloride), O (water), O1CCCC1 (tetrahydrofuran), C(C)OCC (diethyl ether). Conditions: time 3 hour. Product: C(#N)C1(CC(C1)O)C1=CC(=C(C=C1)OC)OC1CCCC1 (3-Cyano-3-(3-cyclopentyloxy-4-methoxyphenyl)cyclobutan-1-ol). Reaction SMILES: [CH:1]1([O:6][C:7]2[CH:8]=[C:9]([CH2:15][C:16]#[N:17])[CH:10]=[CH:11][C:12]=2[O:13][CH3:14])[CH2:5][CH2:4][CH2:3][CH2:2]1.C[Li].[CH2:20]([CH:22]1[O:24][CH2:23]1)Br.C[Mg]I>O1CCCC1.C(OCC)C.[Cl-].[NH4+].O>[C:16]([C:15]1([C:9]2[CH:10]=[CH:11][C:12]([O:13][CH3:14])=[C:7]([O:6][CH:1]3[CH2:2][CH2:3][CH2:4][CH2:5]3)[CH:8]=2)[CH2:23][CH:22]([OH:24])[CH2:20]1)#[N:17] |f:6.7|. Procedure details: A solution of (3-cyclopentyloxy-4-methoxyphenyl)acetonitrile (prepared as described in U.S. Pat. No. 5,631,284) (12.65 g, 54.7 mmol) in tetrahydrofuran (400 mL) and examethylphosphoramide (16 mL) at -78° C. under an argon atmosphere was first treated dropwise over 75 min with 1.4 M methyllithium in diethyl ether (47 mL, 65.6 mmol), then with epibromohydrin (5.6 mL, 65.6 mmol). The reaction was allowed to warm to room temperature and was stirred for 3 h, then was recooled to -78° C. and was treat... Starting materials: ClC(Cl)Cl, [Na+], [OH-], O=S(Cl)Cl, CC(C)N1CC(CO)C(c2ccccc2)(c2ccccc2)C1=O, c1ccncc1. Yields the product CC(C)N1CC(CCl)C(c2ccccc2)(c2ccccc2)C1=O. Reaction SMILES: [CH:36]([Cl:37])([Cl:38])[Cl:39].[Na+:35].[OH-:34].[S:24]([Cl:25])([Cl:26])=[O:27].[c:1]1([C:7]2([c:18]3[cH:19][cH:20][cH:21][cH:22][cH:23]3)[C:8](=[O:17])[N:9]([CH:14]([CH3:15])[CH3:16])[CH2:10][CH:11]2[CH2:12][OH:13])[cH:2][cH:3][cH:4][cH:5][cH:6]1.[cH:28]1[cH:29][cH:30][n:31][cH:32][cH:33]1>>[c:1]1([C:7]2([c:18]3[cH:19][cH:20][cH:21][cH:22][cH:23]3)[C:8](=[O:17])[N:9]([CH:14]([CH3:15])[CH3:16])[CH2:10][CH:11]2[CH2:12][Cl:26])[cH:2][cH:3][cH:4][cH:5][cH:6]1.